From a dataset of the Open Reaction Database (ORD), a public repository of structured organic reaction records. describe an organic reaction: reactants, conditions, products, and yield As a reaction SMILES: [CH2:10]([CH3:11])[SH:12].[OH2:13].[OH:1][CH2:2][c:3]1[c:4]([OH:9])[cH:5][cH:6][cH:7][cH:8]1>>[CH2:2]([c:3]1[c:4]([OH:9])[cH:5][cH:6][cH:7][cH:8]1)[S:12][CH2:10][CH3:11]. Yields the product CCSCc1ccccc1O. The reactants are CCS, O, OCc1ccccc1O. Starting materials: Cc1cc(Br)cc(C)c1C(=O)N1CCC(N2CCCC2COC(=O)c2ccccc2)CC1, C1CCOC1, CO, [Li+], [OH-]. The product is Cc1cc(Br)cc(C)c1C(=O)N1CCC(N2CCCC2CO)CC1. RXN SMILES: [Br:1][c:2]1[cH:3][c:4]([CH3:32])[c:5]([C:6](=[O:7])[N:8]2[CH2:9][CH2:10][CH:11]([N:14]3[CH:15]([CH2:19][O:20][C:21](=[O:22])[c:23]4[cH:24][cH:25][cH:26][cH:27][cH:28]4)[CH2:16][CH2:17][CH2:18]3)[CH2:12][CH2:13]2)[c:29]([CH3:31])[cH:30]1.[CH2:35]1[O:36][CH2:37][CH2:38][CH2:39]1.[CH3:40][OH:41].[Li+:33].[OH-:34]>>[Br:1][c:2]1[cH:3][c:4]([CH3:32])[c:5]([C:6](=[O:7])[N:8]2[CH2:9][CH2:10][CH:11]([N:14]3[CH:15]([CH2:19][OH:20])[CH2:16][CH2:17][CH2:18]3)[CH2:12][CH2:13]2)[c:29]([CH3:31])[cH:30]1. The reactants are C(=O)C1C(C(CC1)OC1OCCCC1)CCCCCCC(=O)O (2-formyl-5-(tetrahydropyran-2-yloxy)-cyclopentaneheptanoic acid), C(CCC)[Li] (n-butyl lithium), 1-heptane, CCCCCC (hexane). Run in C1(=CC=CC=C1)C (toluene), CCOCC (ether), C1(=CC=CC=C1)C (toluene). Reaction conditions: temperature -70 celsius, time 10 minute. The product is OC(C#CCCCCC)C1C(C(CC1)OC1OCCCC1)CCCCCCC(=O)O (2-(1-Hydroxy-2-octynyl)-5-(tetrahydropyran-2-yloxy)cyclopentaneheptanoic Acid). As a reaction SMILES: [CH2:1]([Li])[CH2:2][CH2:3][CH3:4].[CH:6]([CH:8]1[CH2:12][CH2:11][CH:10]([O:13][CH:14]2[CH2:19][CH2:18][CH2:17][CH2:16][O:15]2)[CH:9]1[CH2:20][CH2:21][CH2:22][CH2:23][CH2:24][CH2:25][C:26]([OH:28])=[O:27])=[O:7].[CH3:29][CH2:30][CH2:31]CCC>C1(C)C=CC=CC=1.CCOCC>[OH:7][CH:6]([CH:8]1[CH2:12][CH2:11][CH:10]([O:13][CH:14]2[CH2:19][CH2:18][CH2:17][CH2:16][O:15]2)[CH:9]1[CH2:20][CH2:21][CH2:22][CH2:23][CH2:24][CH2:25][C:26]([OH:28])=[O:27])[C:4]#[C:3][CH2:2][CH2:1][CH2:29][CH2:30][CH3:31]. Reported procedure: Under a nitrogen atmosphere at -40° C, a solution of 70.4 ml of n-butyl lithium in hexane (2.3 molar) is added dropwise to a solution of 1-heptane (14.78 g, 2.2 equivalents) in 50 ml of toluene. The mixture is stirred at the same temperature for 10 minutes. The solution is transferred carefully to an additional funnel and added at to a solution of 2-formyl-5-(tetrahydropyran-2-yloxy)-cyclopentaneheptanoic acid (22.82 g, 1 equivalent), described in Example 1, in 50 ml of toluene cooled to -70° C.... Product: CCn1cc(CO)c(OCc2ccc(OCc3nc(-c4ccco4)oc3C)c(OC)c2)n1. As a reaction SMILES: [Al+3:37].[CH2:1]([CH3:2])[n:3]1[n:4][c:5]([O:13][CH2:14][c:15]2[cH:16][c:17]([O:34][CH3:35])[c:18]([O:21][CH2:22][c:23]3[n:24][c:25](-[c:29]4[o:30][cH:31][cH:32][cH:33]4)[o:26][c:27]3[CH3:28])[cH:19][cH:20]2)[c:6]([C:8](=[O:9])[O:10][CH2:11][CH3:12])[cH:7]1.[CH3:64][CH2:65][O:66][C:67](=[O:68])[CH3:69].[H-:36].[H-:39].[H-:40].[H-:41].[Li+:38].[Na+:57].[Na+:58].[O:59]1[CH2:60][CH2:61][CH2:62][CH2:63]1.[OH2:42].[OH2:43].[OH2:44].[OH2:45].[OH2:46].[OH2:47].[OH2:48].[OH2:49].[OH2:50].[OH2:51].[S:52]([O-:53])([O-:54])(=[O:55])=[O:56]>>[CH2:1]([CH3:2])[n:3]1[n:4][c:5]([O:13][CH2:14][c:15]2[cH:16][c:17]([O:34][CH3:35])[c:18]([O:21][CH2:22][c:23]3[n:24][c:25](-[c:29]4[o:30][cH:31][cH:32][cH:33]4)[o:26][c:27]3[CH3:28])[cH:19][cH:20]2)[c:6]([CH2:8][OH:9])[cH:7]1. Reactants: [Al+3], CCOC(=O)c1cn(CC)nc1OCc1ccc(OCc2nc(-c3ccco3)oc2C)c(OC)c1, CCOC(C)=O, [H-], [H-], [H-], [H-], [Li+], [Na+], [Na+], C1CCOC1, O, O, O, O, O, O, O, O, O, O, O=S(=O)([O-])[O-].